From a dataset of the Open Reaction Database (ORD), a public repository of structured organic reaction records. describe an organic reaction: reactants, conditions, products, and yield Starting materials: CCOC(=O)C1=Cc2cc(Br)cc(OC)c2OC1C(F)(F)F, CB1OB(C)OB(C)O1, Cl, [K+], [K+], O=C([O-])[O-], CN(C)C=O, c1ccc(P(c2ccccc2)(c2ccccc2)[Pd](P(c2ccccc2)(c2ccccc2)c2ccccc2)(P(c2ccccc2)(c2ccccc2)c2ccccc2)P(c2ccccc2)(c2ccccc2)c2ccccc2)cc1. Product: CCOC(=O)C1=Cc2cc(C)cc(OC)c2OC1C(F)(F)F. As a reaction SMILES: [Br:1][c:2]1[cH:3][c:4]2[c:9]([c:10]([O:12][CH3:13])[cH:11]1)[O:8][CH:7]([C:14]([F:15])([F:16])[F:17])[C:6]([C:18](=[O:19])[O:20][CH2:21][CH3:22])=[CH:5]2.[CH3:23][B:24]1[O:25][B:26]([CH3:27])[O:28][B:29]([CH3:30])[O:31]1.[ClH:38].[K+:32].[K+:33].[O-:34][C:35]([O-:36])=[O:37].[O:39]=[CH:40][N:41]([CH3:42])[CH3:43].[cH:44]1[cH:45][cH:46][c:47]([P:48]([Pd:49]([P:50]([c:51]2[cH:52][cH:53][cH:54][cH:55][cH:56]2)([c:57]2[cH:58][cH:59][cH:60][cH:61][cH:62]2)[c:63]2[cH:64][cH:65][cH:66][cH:67][cH:68]2)([P:69]([c:70]2[cH:71][cH:72][cH:73][cH:74][cH:75]2)([c:76]2[cH:77][cH:78][cH:79][cH:80][cH:81]2)[c:82]2[cH:83][cH:84][cH:85][cH:86][cH:87]2)[P:88]([c:89]2[cH:90][cH:91][cH:92][cH:93][cH:94]2)([c:95]2[cH:96][cH:97][cH:98][cH:99][cH:100]2)[c:101]2[cH:102][cH:103][cH:104][cH:105][cH:106]2)([c:107]2[cH:108][cH:109][cH:110][cH:111][cH:112]2)[c:113]2[cH:114][cH:115][cH:116][cH:117][cH:118]2)[cH:119][cH:120]1>>[c:2]1([CH3:23])[cH:3][c:4]2[c:9]([c:10]([O:12][CH3:13])[cH:11]1)[O:8][CH:7]([C:14]([F:15])([F:16])[F:17])[C:6]([C:18](=[O:19])[O:20][CH2:21][CH3:22])=[CH:5]2. Reactants: CCOC(=O)Cc1csc(N)n1, ClCCl, CN(C)C=O, CCN(C(C)C)C(C)C, O=C(Cl)C(=O)Cl, O=C(O)C(CC1CCCC1)c1cccc(Cl)c1. Yields the product CCOC(=O)Cc1csc(NC(=O)C(CC2CCCC2)c2cccc(Cl)c2)n1. As a reaction SMILES: [CH2:24]([CH3:25])[O:26][C:27]([CH2:28][c:29]1[n:30][c:31]([NH2:34])[s:32][cH:33]1)=[O:35].[CH2:45]([Cl:46])[Cl:47].[CH3:48][N:49]([CH3:50])[CH:51]=[O:52].[CH:36]([N:37]([CH2:38][CH3:39])[CH:40]([CH3:41])[CH3:42])([CH3:43])[CH3:44].[Cl:18][C:19]([C:20]([Cl:21])=[O:22])=[O:23].[Cl:1][c:2]1[cH:3][c:4]([CH:8]([C:9](=[O:10])[OH:11])[CH2:12][CH:13]2[CH2:14][CH2:15][CH2:16][CH2:17]2)[cH:5][cH:6][cH:7]1>>[Cl:1][c:2]1[cH:3][c:4]([CH:8]([C:9](=[O:11])[NH:34][c:31]2[n:30][c:29]([CH2:28][C:27]([O:26][CH2:24][CH3:25])=[O:35])[cH:33][s:32]2)[CH2:12][CH:13]2[CH2:14][CH2:15][CH2:16][CH2:17]2)[cH:5][cH:6][cH:7]1. Reactants: CNC1CCN(C(C)=O)CC1, CCO, ClCc1ccccc1, [Na+], [Na+], O=C([O-])[O-]. Product: CC(=O)N1CCC(NCCc2ccccc2)CC1. Reaction SMILES: [C:1]([CH3:2])(=[O:3])[N:4]1[CH2:5][CH2:6][CH:7]([NH:10][CH3:11])[CH2:8][CH2:9]1.[CH3:26][CH2:27][OH:28].[Cl:12][CH2:13][c:14]1[cH:15][cH:16][cH:17][cH:18][cH:19]1.[Na+:20].[Na+:21].[O-:22][C:23](=[O:24])[O-:25]>>[C:1]([CH3:2])(=[O:3])[N:4]1[CH2:5][CH2:6][CH:7]([NH:10][CH2:11][CH2:13][c:14]2[cH:15][cH:16][cH:17][cH:18][cH:19]2)[CH2:8][CH2:9]1. The reactants are C(C)(=O)C=1C=CC(=C(C1)S(=O)OC)C (methyl 5-acetyl-2-methylbenzenesulfinate), BrBr (bromine), O (water). Run in C(Cl)(Cl)Cl (chloroform), C(Cl)(Cl)Cl (chloroform). Run at temperature 40 celsius. The product is BrCC(=O)C=1C=CC(=C(C1)S(=O)OC)C (methyl 5-bromoacetyl-2-methylbenzenesulfinate). Isolated yield 89.4%. As a reaction SMILES: [C:1]([C:4]1[CH:5]=[CH:6][C:7]([CH3:14])=[C:8]([S:10]([O:12][CH3:13])=[O:11])[CH:9]=1)(=[O:3])[CH3:2].[Br:15]Br.O>C(Cl)(Cl)Cl>[Br:15][CH2:2][C:1]([C:4]1[CH:5]=[CH:6][C:7]([CH3:14])=[C:8]([S:10]([O:12][CH3:13])=[O:11])[CH:9]=1)=[O:3]. Reported procedure: In 200 ml of chloroform was dissolved 21.2 g of methyl 5-acetyl-2-methylbenzenesulfinate and then 16.8 g of bromine was added dropwise to the solution with stirring at 40° C. After the reaction was over, the reaction mixture was added to 500 ml of water and the chloroform layer formed was recovered, washed with a saturated aqueous sodium hydrogencarbonate solution, and dried with anhydrous magnesium sulfate. Then, the solvent was distilled off and the crude crystals formed were recrystallized fr... Solvent: ClCCl (dichloromethane). Starting materials: N1(N=CN=C1)CCCN (1H-1,2,4-triazole-1-propanamine), C([O-])(O)=O.[Na+] (sodium bicarbonate), ClC1=CC=C(C=C1)S(=O)(=O)Cl (4-chlorobenzenesulfonyl chloride). Procedure: To a stirred mixture of 1.89 g of 1H-1,2,4-triazole-1-propanamine in 50 ml of dichloromethane containing an excess of saturated sodium bicarbonate solution was added, all at once, 3.17 g of 4-chlorobenzenesulfonyl chloride. Vigorous stirring was continued for 24 hours. The layers were separated and the organic layer was dried over anhydrous magnesium sulfate, filtered and evaporated in vacuo to give a gum. RXN SMILES: [N:1]1([CH2:6][CH2:7][CH2:8][NH2:9])[CH:5]=[N:4][CH:3]=[N:2]1.C(=O)(O)[O-].[Na+].[Cl:15][C:16]1[CH:21]=[CH:20][C:19]([S:22](Cl)(=[O:24])=[O:23])=[CH:18][CH:17]=1>ClCCl>[Cl:15][C:16]1[CH:21]=[CH:20][C:19]([S:22]([NH:9][CH2:8][CH2:7][CH2:6][N:1]2[CH:5]=[N:4][CH:3]=[N:2]2)(=[O:24])=[O:23])=[CH:18][CH:17]=1 |f:1.2|. Conditions: time 24 hour. The product is ClC1=CC=C(C=C1)S(=O)(=O)NCCCN1N=CN=C1 (4-Chloro-N-[3-(1H-1,2,4-triazol-1-yl)propyl]benzenesulfonamide). Reactants: ClC=1C=C(C(=O)NC2=CC=C(C3=CC=CC=C23)OCCN2CCOCC2)C=CN1 (2-chloro-N-[4-(2-morpholin-4-yl-ethoxy)-naphthalen-1-yl]-isonicotinamide), N1CCCCC1 (piperidine). Reaction SMILES: Cl[C:2]1[CH:3]=[C:4]([CH:27]=[CH:28][N:29]=1)[C:5]([NH:7][C:8]1[C:17]2[C:12](=[CH:13][CH:14]=[CH:15][CH:16]=2)[C:11]([O:18][CH2:19][CH2:20][N:21]2[CH2:26][CH2:25][O:24][CH2:23][CH2:22]2)=[CH:10][CH:9]=1)=[O:6].[NH:30]1[CH2:35][CH2:34][CH2:33][CH2:32][CH2:31]1>>[N:21]1([CH2:20][CH2:19][O:18][C:11]2[C:12]3[C:17](=[CH:16][CH:15]=[CH:14][CH:13]=3)[C:8]([NH:7][C:5]([C:4]3[CH:27]=[CH:28][N:29]=[C:2]([N:30]4[CH2:35][CH2:34][CH2:33][CH2:32][CH2:31]4)[CH:3]=3)=[O:6])=[CH:9][CH:10]=2)[CH2:26][CH2:25][O:24][CH2:23][CH2:22]1. Procedure: Compound is formed by reacting 2-chloro-N-[4-(2-morpholin-4-yl-ethoxy)-naphthalen-1-yl]-isonicotinamide and piperidine under conditions described in general procedure A. 1H NMR (300 MHz, DMSO-d6) δ 10.34 (s, 1H), 8.28 (d, 1H), 8.22 (m, 1H), 7.88 (m, 1H), 7.59 (m, 2 H), 7.42 (d, 1H), 7.40 (s, 1H), 7.15 (m, 1H), 7.05 (d, 1H), 4.35 (broad t, 2H), 3.61 (m, 4H), 3.38 (s, 4H), 2.90 (broad t, 2H), 2.60 (m, 4H), 1.60 (m, 6H). MS: 461.4 (M+1). Product: N1(CCOCC1)CCOC1=CC=C(C2=CC=CC=C12)NC(=O)C1=CC(=NC=C1)N1CCCCC1 (3,4,5,6-Tetrahydro-2 H-[1,2′]bipyridinyl-4′-carboxylic acid [4-(2-morpholin-4-yl-ethoxy)-naphthalen-1-yl]-amide). The reactants are C(C)[SiH](CC)CC (Triethylsilane), C(=O)(C(F)(F)F)O (TFA), C(#N)C=1C=C2C(=NN(C2=CC1)C1OCCCC1)C1=CN=CC(=N1)O[C@@H]1C2(CC2)CCN(C1)C(=O)OC(C)(C)C ((4R)-tert-butyl 4-(6-(5-cyano-1-(tetrahydro-2H-pyran-2-yl)-1H-indazol-3-yl)pyrazin-2-yloxy)-6-azaspiro[2.5]octane-6-carboxylate). Run in C(Cl)Cl (CH2Cl2). Reaction conditions: temperature 25 celsius, time 2.5 hour. The product is FC(C(=O)O)(F)F.C1CC12[C@H](CNCC2)OC2=CN=CC(=N2)C2=NNC1=CC=C(C=C21)C#N (3-(6-((4R)-6-azaspiro[2.5]oct-4-yloxy)-2-pyrazinyl)-1H-indazole-5-carbonitrile 2,2,2-trifluoroacetate). Isolated yield 73.3%. As a reaction SMILES: C([SiH](CC)CC)C.[C:8]([OH:14])([C:10]([F:13])([F:12])[F:11])=[O:9].[C:15]([C:17]1[CH:18]=[C:19]2[C:23](=[CH:24][CH:25]=1)[N:22](C1CCCCO1)[N:21]=[C:20]2[C:32]1[N:37]=[C:36]([O:38][C@H:39]2[CH2:46][N:45](C(OC(C)(C)C)=O)[CH2:44][CH2:43][C:40]32[CH2:42][CH2:41]3)[CH:35]=[N:34][CH:33]=1)#[N:16]>C(Cl)Cl>[F:11][C:10]([F:13])([F:12])[C:8]([OH:14])=[O:9].[CH2:42]1[C:40]2([CH2:43][CH2:44][NH:45][CH2:46][C@@H:39]2[O:38][C:36]2[N:37]=[C:32]([C:20]3[C:19]4[C:23](=[CH:24][CH:25]=[C:17]([C:15]#[N:16])[CH:18]=4)[NH:22][N:21]=3)[CH:33]=[N:34][CH:35]=2)[CH2:41]1 |f:4.5|. Reported procedure: Triethylsilane (0.075 mL, 0.468 mmol) and TFA (1.0 mL, 12.98 mmol) were sequentially added to a solution of (4R)-tert-butyl 4-(6-(5-cyano-1-(tetrahydro-2H-pyran-2-yl)-1H-indazol-3-yl)pyrazin-2-yloxy)-6-azaspiro[2.5]octane-6-carboxylate (99.4 mg, 0.187 mmol) in CH2Cl2 (1.0 mL) and the resulting solution was stirred at 25° C. for 2.5 h. The mixture was concentrated in vacuo and the residue was taken up in DMSO (3.0 mL) and purified by rpHPLC (Phenomenex Gemini C18 column (150×30 mm, 10 μm), 35 mL/...